This data is from the Open Reaction Database (ORD), a public repository of structured organic reaction records. The task is: describe an organic reaction: reactants, conditions, products, and yield The reactants are CC1(N=C(OC1)C1=CC=C(C(=C1CO)OCCCCC)OC)C ([6-(4,4-Dimethyl-4,5-dihydrooxazol-2-yl)-3-methoxy-2-pentyloxyphenyl]-methanol). Run in Cl (hydrochloric acid). Product: COC=1C(=C2COC(C2=CC1)=O)OCCCCC (5-methoxy-4-pentyloxy-3H-isobenzofuran-1-one). Yield: 97030.2%. Reaction SMILES: CC1(C)C[O:5][C:4]([C:7]2[C:12]([CH2:13][OH:14])=[C:11]([O:15][CH2:16][CH2:17][CH2:18][CH2:19][CH3:20])[C:10]([O:21][CH3:22])=[CH:9][CH:8]=2)=N1>Cl>[CH3:22][O:21][C:10]1[C:11]([O:15][CH2:16][CH2:17][CH2:18][CH2:19][CH3:20])=[C:12]2[C:7](=[CH:8][CH:9]=1)[C:4](=[O:5])[O:14][CH2:13]2. Reported procedure: [6-(4,4-Dimethyl-4,5-dihydrooxazol-2-yl)-3-methoxy-2-pentyloxyphenyl]-methanol (4.69 g, 0.014 mmol, 1 eq) was dissolved in 3N hydrochloric acid (50 ml), and the solution was stirred under heating for 3 hours. After the completion of the reaction, the mixture was cooled to room temperature and extracted twice with diethyl ether (50 ml). The organic layers were combined, washed with saturated brine (100 ml) and dried over anhydrous sodium sulfate. The drying agent was filtered off, and the filtrat...